The task is: describe an organic reaction: reactants, conditions, products, and yield. This data is from the Open Reaction Database (ORD), a public repository of structured organic reaction records. The reactants are C1(CCCC1)CC(C(=O)O)N1N=CC(=CC1=O)OC1=CC(=CC=C1)C(F)(F)F (3-cyclopentyl-2-[6-oxo-4-(3-trifluoromethyl-phenoxy)-6H-pyridazin-1-yl]-propionic acid), NC1=NN(C=C1)CC(C)(O)C (1-(3-amino-pyrazol-1-yl)-2-methyl-propan-2-ol), C1(CCCC1)CC(C(=O)O)N1N=CC(=CC1=O)OC1=CC(=CC=C1)C(F)(F)F (3-cyclopentyl-2-[6-oxo-4-(3-trifluoromethyl-phenoxy)-6H-pyridazin-1-yl]-propionic acid), NC1=NN(C=C1)CC(C)(O)C (1-(3-amino-pyrazol-1-yl)-2-methyl-propan-2-ol). The product is C1(CCCC1)CC(C(=O)NC1=NN(C=C1)CC(C)(C)O)N1N=CC(=CC1=O)OC1=CC(=CC=C1)C(F)(F)F (3-cyclopentyl-N-[1-(2-hydroxy-2-methyl-propyl)-1H-pyrazol-3-yl]-2-[6-oxo-4-(3-trifluoromethyl-phenoxy)-6H-pyridazin-1-yl]-propionamide). The yield is 5.0%. As a reaction SMILES: [CH:1]1([CH2:6][CH:7]([N:11]2[C:16](=[O:17])[CH:15]=[C:14]([O:18][C:19]3[CH:24]=[CH:23][CH:22]=[C:21]([C:25]([F:28])([F:27])[F:26])[CH:20]=3)[CH:13]=[N:12]2)[C:8](O)=[O:9])[CH2:5][CH2:4][CH2:3][CH2:2]1.[NH2:29][C:30]1[CH:34]=[CH:33][N:32]([CH2:35][C:36]([CH3:39])([OH:38])[CH3:37])[N:31]=1>>[CH:1]1([CH2:6][CH:7]([N:11]2[C:16](=[O:17])[CH:15]=[C:14]([O:18][C:19]3[CH:24]=[CH:23][CH:22]=[C:21]([C:25]([F:26])([F:27])[F:28])[CH:20]=3)[CH:13]=[N:12]2)[C:8]([NH:29][C:30]2[CH:34]=[CH:33][N:32]([CH2:35][C:36]([OH:38])([CH3:37])[CH3:39])[N:31]=2)=[O:9])[CH2:5][CH2:4][CH2:3][CH2:2]1. Reported procedure: Using the method described in Example 1, 3-cyclopentyl-2-[6-oxo-4-(3-trifluoromethyl-phenoxy)-6H-pyridazin-1-yl]-propionic acid (Intermediate 22) and 1-(3-amino-pyrazol-1-yl)-2-methyl-propan-2-ol (Intermediate 1) afforded 3-cyclopentyl-N-[1-(2-hydroxy-2-methyl-propyl)-1H-pyrazol-3-yl]-2-[6-oxo-4-(3-trifluoromethyl-phenoxy)-6H-pyridazin-1-yl]-propionamide as a white solid (13.7 mg, 5%); ES+-HRMS m/e calcd for C26H30F3N5O4 [M+H+] 534.2323 found 534.2323. 1H-NMR (400 MHz, DMSO-d6) δ ppm 1.05 (s, 3H...